Task: describe an organic reaction: reactants, conditions, products, and yield. Dataset: the Open Reaction Database (ORD), a public repository of structured organic reaction records The reactants are N1N=NN=C1C=1C=C(C=CC1)N ([3-(1H-tetrazol-5-yl)phenyl]amine), N1=CC=CC=C1 (pyridine), ClC(=O)OC1=CC=C(C=C1)[N+](=O)[O-] (p-nitrophenyl chloroformate). Solvent: C(C)#N (acetonitrile), CN(C=O)C (dimethylformamide). Reaction conditions: time 8 hour. Product: N1N=NN=C1C=1C=C(C=CC1)NC(OC1=CC=C(C=C1)[N+](=O)[O-])=O (3-(1H-tetrazol-5-yl)phenylcarbamic acid, 4-nitrophenyl ester). Isolated yield 77.6%. Reaction SMILES: [NH:1]1[C:5]([C:6]2[CH:7]=[C:8]([NH2:12])[CH:9]=[CH:10][CH:11]=2)=[N:4][N:3]=[N:2]1.N1C=CC=CC=1.Cl[C:20]([O:22][C:23]1[CH:28]=[CH:27][C:26]([N+:29]([O-:31])=[O:30])=[CH:25][CH:24]=1)=[O:21]>C(#N)C.CN(C)C=O>[NH:4]1[C:5]([C:6]2[CH:7]=[C:8]([NH:12][C:20](=[O:21])[O:22][C:23]3[CH:24]=[CH:25][C:26]([N+:29]([O-:31])=[O:30])=[CH:27][CH:28]=3)[CH:9]=[CH:10][CH:11]=2)=[N:1][N:2]=[N:3]1. Procedure details: A solution of [3-(1H-tetrazol-5-yl)phenyl]amine (0.97 g, 0.006 mol) in acetonitrile (25 mL), dimethylformamide (3 mL) and pyridine (0.97 mL, 0.95 g, 0.012 mol) under argon at 0° was treated with p-nitrophenyl chloroformate (1.21 g, 0.006 mol) and was stirred at room temperature overnight The reaction mixture was concentrated in vacuo and an effort was made to partition the remaining oil between ethyl acetate and 1M HCl, resulting in separation of a pink solid insoluble in either phase. The solid... Reactants: [N+](=O)([O-])C=1C=C(C=C(C1CO)[N+](=O)[O-])C (3,5-dinitro-p-hydroxymethyltoluene), N1CCCCC1 (piperidine), ( 10 ), C[Si](N[Si](C)(C)C)(C)C (hexamethyldisilazane), C(C1=CC=C(C=C1)OC)=O (p-anisaldehyde), C(C)(=O)OCCCC (n-butyl acetate). The product is [N+](=O)([O-])C1=C(C(=CC(=C1)CO)[N+](=O)[O-])C=CC1=CC=C(C=C1)OC (2,6-Dinitro-4-Hydroxymethyl-4'-Methoxystilbene). As a reaction SMILES: [N+:1]([C:4]1[CH:5]=[C:6]([CH3:15])[CH:7]=[C:8]([N+:12]([O-:14])=[O:13])[C:9]=1[CH2:10]O)([O-:3])=[O:2].C[Si](C)(C)N[Si](C)(C)C.[CH:25](=O)[C:26]1[CH:31]=[CH:30][C:29]([O:32][CH3:33])=[CH:28][CH:27]=1.N1CCCCC1.C(OCCCC)(=[O:43])C>>[N+:1]([C:4]1[CH:5]=[C:6]([CH2:15][OH:43])[CH:7]=[C:8]([N+:12]([O-:14])=[O:13])[C:9]=1[CH:10]=[CH:25][C:26]1[CH:31]=[CH:30][C:29]([O:32][CH3:33])=[CH:28][CH:27]=1)([O-:3])=[O:2]. Procedure details: A solution of 2,6-dinitro-4-hydroxymethyltoluene (9) from Example 7 (3 grams ) and hexamethyldisilazane (2.28 grams) in n-butyl acetate (20 grams) was combined with p-anisaldehyde (1.92 grams) and piperidine (0.384 gram) and the mixture was heated to reflux under a N2 blanket for 14 hours The reaction was cooled, concentrated in vacuo and the crude product analyzed by 1H NMR to reveal the characteristic AB splitting patern of the stilbene protons. The product was confirmed by comparison to an au... The reactants are FC1=C(C=CC(=C1)F)[C@]1(O[C@H]1C)CN1N=CN=C1 ((2S,3S)-2-(2,4-difluorophenyl)-3-methyl-2-[(1H-1,2,4-triazol-1-yl)methyl]oxirane), SCCC(=O)OC (methyl 3-mercaptopropionate), C[O-].[Na+].CO (sodium methoxide methanol), CCCC(=O)OC (methyl 3-methylpropionate), C[O-].[Na+].CO (sodium methoxide methanol). Run in CO (methanol). Conditions: time 3 hour. Yields the product FC1=C(C=CC(=C1)F)[C@](CN1N=CN=C1)([C@@H](C)S)O ((2S,3R)-2-(2,4-difluorophenyl)-3-mercapto-1-(1 H-1,2,4-triazol-1-yl)-2-butanol). As a reaction SMILES: [F:1][C:2]1[CH:7]=[C:6]([F:8])[CH:5]=[CH:4][C:3]=1[C@:9]1([CH2:13][N:14]2[CH:18]=[N:17][CH:16]=[N:15]2)[C@H:11]([CH3:12])[O:10]1.[SH:19]CCC(OC)=O.C[O-].[Na+].CO.CCCC(OC)=O>CO>[F:1][C:2]1[CH:7]=[C:6]([F:8])[CH:5]=[CH:4][C:3]=1[C@@:9]([OH:10])([C@H:11]([SH:19])[CH3:12])[CH2:13][N:14]1[CH:18]=[N:17][CH:16]=[N:15]1 |f:2.3.4|. Procedure details: In methanol (25 ml) were dissolved (2S,3S)-2-(2,4-difluorophenyl)-3-methyl-2-[(1H-1,2,4-triazol-1-yl)methyl]oxirane (1.0 g), methyl 3-mercaptopropionate (3.5 ml) and 28% sodium methoxide-methanol (3.07 g) and the solution was refluxed in an oil bath. After 2 and after 3 hours, methyl 3-methylpropionate (1.75 ml) and 28% sodium methoxide-methanol (1.5 g) were added at each time. The oil bath was removed after heating for 4 hours and the reaction mixture was neutralized with cold 1N hydrochloric a...